From a dataset of the Open Reaction Database (ORD), a public repository of structured organic reaction records. describe an organic reaction: reactants, conditions, products, and yield Reactants: C(#N)C1=CC=C(C=O)C=C1 (4-cyanobenzaldehyde), [BH4-].[Na+] (sodium borohydride), NCC1=C(C(=NN1)C)OC=1C=C(C#N)C=C(C1)Cl (3-{[5-(Aminomethyl)-3-methyl-1H-pyrazol-4-yl]oxy}-5-chlorobenzonitrile), S(=O)(=O)([O-])[O-].[Mg+2] (magnesium sulphate). The solvent is CO (methanol), ClCCl (dichloromethane). Run at time 30 minute. Product: ClC=1C=C(C#N)C=C(C1)OC=1C(=NNC1CNCC1=CC=C(C=C1)C#N)C (3-Chloro-5-[(5-{[(4-cyanobenzyl)amino]methyl}-3-methyl-1H-pyrazol-4-yl)oxy]benzonitrile). The yield is 20.1%. RXN SMILES: [C:1]([C:3]1[CH:10]=[CH:9][C:6]([CH:7]=O)=[CH:5][CH:4]=1)#[N:2].[NH2:11][CH2:12][C:13]1[NH:17][N:16]=[C:15]([CH3:18])[C:14]=1[O:19][C:20]1[CH:21]=[C:22]([CH:25]=[C:26]([Cl:28])[CH:27]=1)[C:23]#[N:24].S([O-])([O-])(=O)=O.[Mg+2].[BH4-].[Na+]>CO.ClCCl>[Cl:28][C:26]1[CH:25]=[C:22]([CH:21]=[C:20]([O:19][C:14]2[C:15]([CH3:18])=[N:16][NH:17][C:13]=2[CH2:12][NH:11][CH2:7][C:6]2[CH:9]=[CH:10][C:3]([C:1]#[N:2])=[CH:4][CH:5]=2)[CH:27]=1)[C:23]#[N:24] |f:2.3,4.5|. Procedure details: A mixture of 4-cyanobenzaldehyde (60 mg, 0.460 mmol), the amine of Example 77 (120 mg, 0.460 mmol), magnesium sulphate (500 mg) and dichloromethane (5 ml) was stirred under nitrogen at room temperature for 3 days. The mixture was concentrated under reduced pressure and the crude product was purified by flash column chromatography on silica gel eluting with methanol:ethyl acetate (5:95, by volume) to provide a foam. The foam was dissolved in methanol (5 ml), sodium borohydride (50 mg, 1.31 mmol) ... Starting materials: O=C(O)Cc1ccc2c(c1)OCO2, C[C@@H](N)c1ccccc1. Reagents/catalysts: CN(C)C(=[N+](C)C)ON1C2=CC=CC=C2N=N1.F[P-](F)(F)(F)(F)F (HBTU), CCN(C(C)C)C(C)C (DIPEA), C1=CC=C2C(=C1)N=NN2O (HOBt). Run in CN(C)C=O (DMF), CN(C)C=O (DMF), CN(C)C=O (DMF), CN(C)C=O (DMF), CN(C)C=O (DMF), CN(C)C=O (DMF). Reaction conditions: temperature 25 celsius, time 2 hour. Product: C[C@@H](NC(=O)Cc1ccc2c(c1)OCO2)c1ccccc1. The yield is 61.0%. As a reaction SMILES: C[C@@H](N)c1ccccc1.O=C(O)Cc1ccc2c(c1)OCO2.CN(C)C(=[N+](C)C)ON1C2=CC=CC=C2N=N1.F[P-](F)(F)(F)(F)F.C1=CC=C2C(=C1)N=NN2O.CCN(C(C)C)C(C)C.CN(C)C=O>>C[C@@H](NC(=O)Cc1ccc2c(c1)OCO2)c1ccccc1. RXN SMILES: [CH2:8]1[CH2:9][CH2:10][C:11]2=[N:16][CH2:15][CH2:14][CH2:13][N:12]2[CH2:17][CH2:18]1.[CH3:19][CH:20]1[CH2:21][O:22][CH2:23][CH2:24][N:25]1[c:26]1[n:27][c:28](-[c:38]2[cH:39][cH:40][c:41]([NH:44][C:45](=[O:46])[NH:47][c:48]3[cH:49][cH:50][cH:51][cH:52][cH:53]3)[cH:42][cH:43]2)[n:29][c:30]([CH2:32][O:33][S:34]([CH3:35])(=[O:36])=[O:37])[cH:31]1.[CH3:54][C:55]#[N:56].[SH:1][c:2]1[cH:3][cH:4][cH:5][cH:6][cH:7]1>>[S:1]([c:2]1[cH:3][cH:4][cH:5][cH:6][cH:7]1)[CH2:32][c:30]1[n:29][c:28](-[c:38]2[cH:39][cH:40][c:41]([NH:44][C:45](=[O:46])[NH:47][c:48]3[cH:49][cH:50][cH:51][cH:52][cH:53]3)[cH:42][cH:43]2)[n:27][c:26]([N:25]2[CH:20]([CH3:19])[CH2:21][O:22][CH2:23][CH2:24]2)[cH:31]1. The reactants are C1CCC2=NCCCN2CC1, CC1COCCN1c1cc(COS(C)(=O)=O)nc(-c2ccc(NC(=O)Nc3ccccc3)cc2)n1, CC#N, Sc1ccccc1. The product is CC1COCCN1c1cc(CSc2ccccc2)nc(-c2ccc(NC(=O)Nc3ccccc3)cc2)n1. Starting materials: CCN(CC)C1=CC2=C(C=C1)C3(C4=CC=CC=C4C(=O)O3)C5=CC(=C(C=C5O2)C)NC6=CC=CC=C6 (N-102), C[C@H](CCCC(C)C)[C@H]1CC[C@@H]\2[C@@]1(CCC/C2=C\C=C/3\C[C@H](C[C@@H](C3=C)O)O)C (1α-hydroxyvitamin D3), C([C@@H]1[C@@H]2[C@@H]([C@H]([C@H](O1)O[C@@H]3[C@H](O[C@@H]([C@@H]([C@H]3O)O)O[C@@H]4[C@H](O[C@@H]([C@@H]([C@H]4O)O)O[C@@H]5[C@H](O[C@@H]([C@@H]([C@H]5O)O)O[C@@H]6[C@H](O[C@@H]([C@@H]([C@H]6O)O)O[C@@H]7[C@H](O[C@@H]([C@@H]([C@H]7O)O)O[C@@H]8[C@H](O[C@H](O2)[C@@H]([C@H]8O)O)CO)CO)CO)CO)CO)CO)O)O)O (β-cyclodextrin), C(Cl)Cl (methylene chloride), C([C@@H]1[C@@H]2[C@@H]([C@H]([C@H](O1)O[C@@H]3[C@H](O[C@@H]([C@@H]([C@H]3O)O)O[C@@H]4[C@H](O[C@@H]([C@@H]([C@H]4O)O)O[C@@H]5[C@H](O[C@@H]([C@@H]([C@H]5O)O)O[C@@H]6[C@H](O[C@@H]([C@@H]([C@H]6O)O)O[C@@H]7[C@H](O[C@@H]([C@@H]([C@H]7O)O)O[C@@H]8[C@H](O[C@H](O2)[C@@H]([C@H]8O)O)CO)CO)CO)CO)CO)CO)O)O)O (β-cyclodextrin), C[C@H](CCCC(C)C)[C@H]1CC[C@@H]\2[C@@]1(CCC/C2=C\C=C/3\C[C@H](C[C@@H](C3=C)O)O)C (1-hydroxyvitamin D3), Tween 80. Solvent: C(C)O (ethanol), C(C)O (ethanol). Conditions: time 48 hour. Product: C[C@H](CCCC(C)(C)O)[C@H]1CC[C@@H]\2[C@@]1(CCC/C2=C\C=C/3\C[C@H](C[C@@H](C3=C)O)O)C (1α,25-dihydroxyvitamin D3). As a reaction SMILES: CCN(C1C=CC2C3(C4C(OC=2C=1)=CC(C)=C(NC1C=CC=CC=1)C=4)OC(=[O:20])C1C3=CC=CC=1)CC.C(O)[C@H]1O[C@@H]2O[C@H]3[C@H](O)[C@@H](O)[C@@H](O[C@H]4[C@H](O)[C@@H](O)[C@@H](O[C@H]5[C@H](O)[C@@H](O)[C@@H](O[C@H]6[C@H](O)[C@@H](O)[C@@H](O[C@H]7[C@H](O)[C@@H](O)[C@@H](O[C@H]8[C@H](O)[C@@H](O)[C@@H](O[C@H]1[C@H](O)[C@H]2O)O[C@@H]8CO)O[C@@H]7CO)O[C@@H]6CO)O[C@@H]5CO)O[C@@H]4CO)O[C@@H]3CO.[CH3:114][C@@H:115]([C@@H:122]1[C@@:126]2([CH3:142])[CH2:127][CH2:128][CH2:129]/[C:130](=[CH:131]\[CH:132]=[C:133]3\[CH2:134][C@@H:135]([OH:141])[CH2:136][C@H:137]([OH:140])[C:138]\3=[CH2:139])/[C@@H:125]2[CH2:124][CH2:123]1)[CH2:116][CH2:117][CH2:118][CH:119]([CH3:121])[CH3:120].C(Cl)Cl>C(O)C>[CH3:114][C@@H:115]([C@@H:122]1[C@@:126]2([CH3:142])[CH2:127][CH2:128][CH2:129]/[C:130](=[CH:131]\[CH:132]=[C:133]3\[CH2:134][C@@H:135]([OH:141])[CH2:136][C@H:137]([OH:140])[C:138]\3=[CH2:139])/[C@@H:125]2[CH2:124][CH2:123]1)[CH2:116][CH2:117][CH2:118][C:119]([OH:20])([CH3:120])[CH3:121]. Procedure details: Nocardia autotrophica N-102 in the same BG medium (100 ml/500 ml-Erlenmeyer flask) as used in Example 1 was cultured at 28° C. under the aerobic conditions for 48 hours. To the culture medium were added 10 ml of a 5% aqueous β-cyclodextrin solution (0.01 M phosphate buffer, pH 7.0), a solution of 1% 1-hydroxyvitamin D3 in 1 ml of ethanol (in the amount of 140 mol of β-cyclodextrin relative to 1 mol of 1α-hydroxyvitamin D3) and a solution of 20% Tween 80 in 1 ml of ethanol. After cultivation for ... Reactants: COC(CCC(=C)C(N(CC1=C(C=C(C=C1)OC)OC)CCC=C)=O)=O (4-[But-3-enyl-(2,4-dimethoxybenzyl)-carbamoyl]-pent-4-enoic acid methyl ester). Reagents/catalysts: [Ru] (ruthenium). Solvent: C(Cl)Cl (CH2Cl2). Conditions: time 24 hour. The product is COC(CCC=1C(N(CCC1)CC1=C(C=C(C=C1)OC)OC)=O)=O (3-[1-(2,4-dimethoxybenzyl)-2-oxo-1,2,5,6-tetrahydro-pyridin-3-yl]-propionic acid methyl ester). Yield: 90.1%. As a reaction SMILES: [CH3:1][O:2][C:3](=[O:26])[CH2:4][CH2:5][C:6]([C:8](=[O:25])[N:9]([CH2:21][CH2:22][CH:23]=C)[CH2:10][C:11]1[CH:16]=[CH:15][C:14]([O:17][CH3:18])=[CH:13][C:12]=1[O:19][CH3:20])=C>C(Cl)Cl.[Ru]>[CH3:1][O:2][C:3](=[O:26])[CH2:4][CH2:5][C:6]1[C:8](=[O:25])[N:9]([CH2:10][C:11]2[CH:16]=[CH:15][C:14]([O:17][CH3:18])=[CH:13][C:12]=2[O:19][CH3:20])[CH2:21][CH2:22][CH:23]=1. Reported procedure: 130 mg of the compound (c) (0.360 mM) prepared by the above Step 2 was added to the catalyst solution containing 20 mg of ruthenium (0.024 mM) dissolved in CH2Cl2. Then the mixture was stirred for 24 hrs at room temperature, filtered and concentrated in vacuo. The resultant was purified by Silica gel column chromatography with methanol/chloroform (1:10) solvent mixture as an eluant to give 108 mg of the title compound (d) (yield: 90%). The reactants are N[C@@H](C)C(=O)O (L-alanine), C(=O)(OCC1=CC=CC=C1)Cl (carbobenzoxychloride). Solvent: [OH-].[Na+] (NaOH), [OH-].[Na+] (NaOH). Conditions: temperature 0 celsius, time 2 hour. The product is C(C1=CC=CC=C1)OC(=O)N[C@@H](C)C(=O)O (benzyloxycarbonyl-L-alanine). The yield is 73.0%. Reaction SMILES: [C:1](Cl)([O:3][CH2:4][C:5]1[CH:10]=[CH:9][CH:8]=[CH:7][CH:6]=1)=[O:2].[NH2:12][C@H:13]([C:15]([OH:17])=[O:16])[CH3:14]>[OH-].[Na+]>[CH2:4]([O:3][C:1]([NH:12][C@H:13]([C:15]([OH:17])=[O:16])[CH3:14])=[O:2])[C:5]1[CH:10]=[CH:9][CH:8]=[CH:7][CH:6]=1 |f:2.3|. Reported procedure: In a 2 L three-necked flask, L-alanine (54.0 g) is dissolved in 2N NaOH (305 mL) and cooled to 0° C. in an ice-bath. To this solution, carbobenzoxychloride (90 mL) and 2N NaOH (305 mL) are simultaneously added dropwise so that the reaction temperature does not exceed 5° C. After complete addition, the ice-bath is removed and the reaction mixture stirred for 2 hours at room temperature. Diethylether is added (100 mL) and the organic phase is separated. The aqueous phase is washed once more with E... Reactants: CCNC(=O)Nc1ccc(-c2nc3c(c(N4CCOCC4C)n2)CCNC3)cc1, CN(C)C=O, CCN(C(C)C)C(C)C, O=C(Cl)c1cnccn1. Yields the product CCNC(=O)Nc1ccc(-c2nc3c(c(N4CCOCC4C)n2)CCN(C(=O)c2cnccn2)C3)cc1. Reaction SMILES: [CH2:1]([CH3:2])[NH:3][C:4](=[O:5])[NH:6][c:7]1[cH:8][cH:9][c:10](-[c:13]2[n:14][c:15]([N:23]3[CH:24]([CH3:29])[CH2:25][O:26][CH2:27][CH2:28]3)[c:16]3[c:17]([n:18]2)[CH2:19][NH:20][CH2:21][CH2:22]3)[cH:11][cH:12]1.[CH3:30][N:31]([CH3:32])[CH:33]=[O:34].[CH:35]([N:36]([CH2:37][CH3:38])[CH:39]([CH3:40])[CH3:41])([CH3:42])[CH3:43].[n:44]1[c:45]([C:50](=[O:51])[Cl:52])[cH:46][n:47][cH:48][cH:49]1>>[CH2:1]([CH3:2])[NH:3][C:4](=[O:5])[NH:6][c:7]1[cH:8][cH:9][c:10](-[c:13]2[n:14][c:15]([N:23]3[CH:24]([CH3:29])[CH2:25][O:26][CH2:27][CH2:28]3)[c:16]3[c:17]([n:18]2)[CH2:19][N:20]([C:50]([c:45]2[n:44][cH:49][cH:48][n:47][cH:46]2)=[O:51])[CH2:21][CH2:22]3)[cH:11][cH:12]1.